This data is from the Open Reaction Database (ORD), a public repository of structured organic reaction records. The task is: describe an organic reaction: reactants, conditions, products, and yield Starting materials: S(O)(O)(=O)=O (sulfuric acid), OS(=O)(=O)O.O=S(=O)=O (oleum), COC1=CC=C(C=C1)N (p-anisidine), fused p-anisidine, S(O)(O)(=O)=O (sulfuric acid), ice water. Conditions: time 30 minute. Yields the product 179, COC1=C(C=C(N)C=C1)S(=O)(=O)O (4-methoxyaniline-3-sulfonic acid). Isolated yield 97.0%. As a reaction SMILES: [S:1](=[O:5])(=O)([OH:3])[OH:2].[CH3:6][O:7][C:8]1[CH:13]=[CH:12][C:11]([NH2:14])=[CH:10][CH:9]=1.OS(O)(=O)=O.O=S(=O)=O>>[CH3:6][O:7][C:8]1[CH:13]=[CH:12][C:11]([NH2:14])=[CH:10][C:9]=1[S:1]([OH:3])(=[O:5])=[O:2] |f:2.3|. Procedure details: 123 parts of fused p-anisidine are added dropwise over 30 minutes to 240 parts of 100% sulfuric acid, while keeping the temperature at 55°-60° C. After stirring for 15 minutes the p-anisidine is completely dissolved. This sulfuric acid solution is then run into 242 parts of 66% oleum over 30 minutes, while keeping the temperature at 30°-40° C. by cooling with an ice bath. Stirring is continued for 30 minutes at 40° C., after which time no more educt can be detected by HPLC. The batch is poured i... Reactants: [Cl-].[Na+] (sodium chloride), 1/1, OO (hydrogen peroxide), 2/1, [O-]S(=O)(=O)C(F)(F)F.C(CCC)[B+]CCCC (dibutylboron triflate), C(C1=CC=CC=C1)[C@@H]1N(C(OC1)=O)C(COC1=CC=C(C=C1)C(C)C)=O ((S)-4-benzyl-3-[(4-isopropylphenoxy)acetyl]oxazolidine-2-one), C(C1=CC=CC=C1)OC1=CC=C(C=O)C=C1 (4-benzyloxybenzaldehyde). Run in CO (methanol), CO (methanol), ClCCl (dichloromethane), C(C)N(CC)CC (triethylamine), ClCCl (dichloromethane), ClCCl (dichloromethane). Conditions: time 1 hour. The product is C(C1=CC=CC=C1)[C@@H]1N(C(OC1)=O)C([C@H]([C@H](O)C1=CC=C(C=C1)OCC1=CC=CC=C1)OC1=CC=C(C=C1)C(C)C)=O ((S)-4-benzyl-3-[(2S,3R)-3-(4-benzyloxyphenyl)-3-hydroxy-2-(4-isopropylphenoxy)propionyl]oxazolidine-2-one). Yield: 80.3%. As a reaction SMILES: [O-]S(C(F)(F)F)(=O)=O.C([B+]CCCC)CCC.[CH2:18]([C@H:25]1[CH2:29][O:28][C:27](=[O:30])[N:26]1[C:31](=[O:43])[CH2:32][O:33][C:34]1[CH:39]=[CH:38][C:37]([CH:40]([CH3:42])[CH3:41])=[CH:36][CH:35]=1)[C:19]1[CH:24]=[CH:23][CH:22]=[CH:21][CH:20]=1.[CH2:44]([O:51][C:52]1[CH:59]=[CH:58][C:55]([CH:56]=[O:57])=[CH:54][CH:53]=1)[C:45]1[CH:50]=[CH:49][CH:48]=[CH:47][CH:46]=1.[Cl-].[Na+].OO>ClCCl.C(N(CC)CC)C.CO>[CH2:18]([C@H:25]1[CH2:29][O:28][C:27](=[O:30])[N:26]1[C:31](=[O:43])[C@@H:32]([O:33][C:34]1[CH:39]=[CH:38][C:37]([CH:40]([CH3:41])[CH3:42])=[CH:36][CH:35]=1)[C@@H:56]([C:55]1[CH:58]=[CH:59][C:52]([O:51][CH2:44][C:45]2[CH:50]=[CH:49][CH:48]=[CH:47][CH:46]=2)=[CH:53][CH:54]=1)[OH:57])[C:19]1[CH:24]=[CH:23][CH:22]=[CH:21][CH:20]=1 |f:0.1,4.5|. Procedure details: A solution of dibutylboron triflate in dichloromethane (1M, 67.9 ml) and triethylamine (10.2 ml) was added to a solution of (S)-4-benzyl-3-[(4-isopropylphenoxy)acetyl]oxazolidine-2-one (20.0 g) in dichloromethane (150 ml) at 0° C. The mixture was stirred at the same temperature for 1 hour. To the reaction mixture a solution of 4-benzyloxybenzaldehyde (13.2 g) in dichloromethane (20 ml) was added dropwise at −78° C. and then stirred at the same temperature for 40 minutes. The reaction mixture was...